This data is from the Open Reaction Database (ORD), a public repository of structured organic reaction records. The task is: describe an organic reaction: reactants, conditions, products, and yield Starting materials: CCOC(=O)CBr, CC(C)(C)OC(=O)NC1CCCNC1=O, CN(C)C=O, [H-], [Na+]. Yields the product CCOC(=O)CN1CCCC(NC(=O)OC(C)(C)C)C1=O. RXN SMILES: [Br:18][CH2:19][C:20](=[O:21])[O:22][CH2:23][CH3:24].[C:1]([CH3:2])([CH3:3])([CH3:4])[O:5][C:6](=[O:7])[NH:8][CH:9]1[C:10](=[O:15])[NH:11][CH2:12][CH2:13][CH2:14]1.[CH3:25][N:26]([CH3:27])[CH:28]=[O:29].[H-:16].[Na+:17]>>[C:1]([CH3:2])([CH3:3])([CH3:4])[O:5][C:6](=[O:7])[NH:8][CH:9]1[C:10](=[O:15])[N:11]([CH2:19][C:20](=[O:21])[O:22][CH2:23][CH3:24])[CH2:12][CH2:13][CH2:14]1. Isolated yield 54.9%. The solvent is O (Water), C(C)O (ethanol). Product: C1(CC1)C=1C=C(C(=NC1)N1CCN(CC1)C(=O)C1=C(C=C(C=C1)N1S(CC[C@H]1C)(=O)=O)S(=O)(=O)C)C ((R)-[4-(5-cyclopropyl-3-methylpyridin-2-yl)piperazin-1-yl][2-methanesulfonyl-4-(3-methyl-1,1-dioxo-1λ6-isothiazolidin-2-yl)phenyl]methanone). Starting materials: CS(=O)(=O)C1=C(C(=O)OCC)C=CC(=C1)N1S(CC[C@H]1C)(=O)=O (Ethyl (R)-2-methanesulfonyl-4-(3-methyl-1,1-dioxo-1λ6-isothiazolidin-2-yl)benzoate), Cl.C1(CC1)C=1C=C(C(=NC1)N1CCNCC1)C (1-(5-cyclopropyl-3-methylpyridin-2-yl)piperazine hydrochloride), [OH-].[Na+] (sodium hydroxide), Cl (hydrochloric acid), CN1CCOCC1 (N-methylmorpholine), O.[Cl-].COC1=NC(=NC(=N1)OC)[N+]1(CCOCC1)C (4-(4,6-dimethoxy[1.3.5]triazin-2-yl)-4-methylmorpholinium chloride hydrate). As a reaction SMILES: [CH3:1][S:2]([C:5]1[CH:15]=[C:14]([N:16]2[C@H:20]([CH3:21])[CH2:19][CH2:18][S:17]2(=[O:23])=[O:22])[CH:13]=[CH:12][C:6]=1[C:7](OCC)=[O:8])(=[O:4])=[O:3].[OH-].[Na+].Cl.Cl.[CH:28]1([C:31]2[CH:32]=[C:33]([CH3:43])[C:34]([N:37]3[CH2:42][CH2:41][NH:40][CH2:39][CH2:38]3)=[N:35][CH:36]=2)[CH2:30][CH2:29]1.CN1CCOCC1.O.[Cl-].COC1N=C(OC)N=C([N+]2(C)CCOCC2)N=1>C(O)C.O>[CH:28]1([C:31]2[CH:32]=[C:33]([CH3:43])[C:34]([N:37]3[CH2:38][CH2:39][N:40]([C:7]([C:6]4[CH:12]=[CH:13][C:14]([N:16]5[C@H:20]([CH3:21])[CH2:19][CH2:18][S:17]5(=[O:23])=[O:22])=[CH:15][C:5]=4[S:2]([CH3:1])(=[O:3])=[O:4])=[O:8])[CH2:41][CH2:42]3)=[N:35][CH:36]=2)[CH2:30][CH2:29]1 |f:1.2,4.5,7.8.9|. Run at temperature 60 celsius. Procedure details: Ethyl (R)-2-methanesulfonyl-4-(3-methyl-1,1-dioxo-1λ6-isothiazolidin-2-yl)benzoate (361 mg) described in Preparation Example 28 was dissolved in ethanol (5 mL), 1N aqueous sodium hydroxide solution (1.5 mL) was added, and the mixture was stirred at 60° C. After completion of the reaction, the reaction mixture was neutralized with 1N hydrochloric acid (1.5 mL), 1-(5-cyclopropyl-3-methylpyridin-2-yl)piperazine hydrochloride (254 mg) described in Preparation Example 82, N-methylmorpholine (0.2 mL) ... Starting materials: [H-].[Na+] (Sodium hydride), crude product, FC=1C=C(C=C(C1)C(F)(F)F)N (3-Fluoro-5-trifluoromethyl-phenylamine), CC=1N=CNC1 (4-methylimidazole), crude product. The solvent is CN1C(CCC1)=O (1-methyl-2-pyrrolidone), O1CCCC1 (tetrahydrofuran), C1(=CC=CC=C1)C (toluene), O1CCCC1 (tetrahydrofuran). Run at temperature 22.5 celsius, time 15 minute. Product: CC=1N=CN(C1)C=1C=C(C=C(C1)C(F)(F)F)N (3-(4-Methyl-imidazol-1-yl)-5-trifluoromethyl-phenylamine). As a reaction SMILES: [H-].[Na+].[CH3:3][C:4]1[N:5]=[CH:6][NH:7][CH:8]=1.F[C:10]1[CH:11]=[C:12]([NH2:20])[CH:13]=[C:14]([C:16]([F:19])([F:18])[F:17])[CH:15]=1>O1CCCC1.CN1CCCC1=O.C1(C)C=CC=CC=1>[CH3:3][C:4]1[N:5]=[CH:6][N:7]([C:10]2[CH:11]=[C:12]([NH2:20])[CH:13]=[C:14]([C:16]([F:19])([F:17])[F:18])[CH:15]=2)[CH:8]=1 |f:0.1|. Procedure: Sodium hydride (12.18 g, 55-65% m/m, Fluka 71620) is suspended in tetrahydrofuran (60 mL) and a solution of 4-methylimidazole (24.5 g) in tetrahydrofuran (65 mL) is slowly added to the stirred suspension at 20-25° C. Gentle cooling is necessary to maintain the temperature at 20-25° C. during the addition. After completion of the addition, the reaction mixture is stirred for additional 15 minutes at 20-25° C., until gas evolution had ceased. A solution of 3-fluoro-5-trifluoromethyl-phenylamine (X...